Dataset: the Open Reaction Database (ORD), a public repository of structured organic reaction records. Task: describe an organic reaction: reactants, conditions, products, and yield The reactants are [Li]CCCC, C[Si](C)(C)Cl, CCCCCC, C#CCOC1CCCCO1, O. Yields the product C[Si](C)(C)C#CCOC1CCCCO1. As a reaction SMILES: [CH2:11]([Li:12])[CH2:13][CH2:14][CH3:15].[CH3:16][Si:17]([CH3:18])([CH3:19])[Cl:20].[CH3:22][CH2:23][CH2:24][CH2:25][CH2:26][CH3:27].[O:1]1[CH:2]([O:7][CH2:8][C:9]#[CH:10])[CH2:3][CH2:4][CH2:5][CH2:6]1.[OH2:21]>>[O:1]1[CH:2]([O:7][CH2:8][C:9]#[C:10][Si:17]([CH3:16])([CH3:18])[CH3:19])[CH2:3][CH2:4][CH2:5][CH2:6]1. As a reaction SMILES: [CH3:19][CH2:20][OH:21].[CH:8](=[O:9])[C:10]1([C:13](=[O:14])[O:15][CH2:16][CH3:17])[CH2:11][CH2:12]1.[Cl-:4].[K:1][C:2]#[N:3].[NH3:7].[NH4+:5].[OH2:18].[OH2:6]>>[C:2](#[N:3])[CH:8]([NH2:5])[C:10]1([C:13](=[O:14])[O:15][CH2:16][CH3:17])[CH2:11][CH2:12]1. Reactants: CCO, CCOC(=O)C1(C=O)CC1, [Cl-], N#C[K], N, [NH4+], O, O. The product is CCOC(=O)C1(C(N)C#N)CC1. Reactants: FC1=CC=C(C=C1)C=1OC=NN1 (2-(4-fluorophenyl)-1,3,4-oxadiazole), FC1=CC=C(C=C1)CCC(=O)[O-] (4-fluoro-phenyl-ethylformate), O.NN (hydrazine hydrate). The product is FC1=CC=C(C(=O)NN)C=C1 (4-fluorobenzohydrazide). RXN SMILES: [F:1][C:2]1[CH:7]=[CH:6][C:5]([C:8]2[O:9]C=[N:11][N:12]=2)=[CH:4][CH:3]=1.FC1C=CC(CCC([O-])=O)=CC=1.O.NN>>[F:1][C:2]1[CH:7]=[CH:6][C:5]([C:8]([NH:12][NH2:11])=[O:9])=[CH:4][CH:3]=1 |f:2.3|. Procedure: In one embodiment, 2-(4-fluorophenyl)-1,3,4-oxadiazole may be prepared as provided in Scheme 11A. In this case, 4-fluoro-phenyl-ethylformate is reacted with hydrazine hydrate to provide 4-fluorobenzohydrazide. This intermediate is then reacted with triethylorthoformate to provide 2-(4-fluorophenyl)-1,3,4-oxadiazole. 2-(4-Fluorophenyl)-1,3,4-oxadiazole may then be converted to a compound of formula (I-A) by the methods described herein. The reactants are O(C1=CC=CC=C1)C1=CC=C(C=C1)O (4-phenoxyphenol), ClCC=1N=C(SC1)C (4-chloromethyl-2-methylthiazole), CN(C=O)C (dimethylformamide), [H-].[Na+] (sodium hydride), [H][H] (hydrogen), CN(C=O)C (dimethylformamide). Run at temperature 80 celsius, time 3 hour. The product is CC=1SC=C(N1)COC1=C(C=CC=C1)OC1=CC=CC=C1 (2-methyl-4-[(phenoxyphenoxy)-methyl]-thiazole). Reaction SMILES: [O:1]([C:8]1[CH:13]=[CH:12][C:11](O)=[CH:10][CH:9]=1)[C:2]1[CH:7]=[CH:6][CH:5]=[CH:4][CH:3]=1.[H-].[Na+].[H][H].Cl[CH2:20][C:21]1[N:22]=[C:23]([CH3:26])[S:24][CH:25]=1.CN(C)C=[O:30]>>[CH3:26][C:23]1[S:24][CH:25]=[C:21]([CH2:20][O:30][C:3]2[CH:4]=[CH:5][CH:6]=[CH:7][C:2]=2[O:1][C:8]2[CH:13]=[CH:12][CH:11]=[CH:10][CH:9]=2)[N:22]=1 |f:1.2|. Procedure details: A solution of 8.83 g of 4-phenoxyphenol in 15 ml of absolute dimethylformamide is dripped into 1.5 g of 80% strength sodium hydride in 15 ml of absolute dimethylformamide. Upon completion of hydrogen evolution, 7.0 g of 4-chloromethyl-2-methylthiazole is dripped in and the mixture stirred for 3 hours at 80° C. After the solvent has been removed, the residue is slurried with 200 ml of water and extracted 3 times, each time with 50 ml of ether. After drying over sodium sulfate and removal of the s...